Task: describe an organic reaction: reactants, conditions, products, and yield. Dataset: the Open Reaction Database (ORD), a public repository of structured organic reaction records The reactants are ice water, C(C)(C)(C)C=1N=C(SC1)C=1OC2=C(C1)C=C(C=C2)OCC2=C(C=CC=C2)C(=O)O (4-tert-butyl-2-[5-(2-carboxyphenylmethoxy)benzofuran-2-yl]thiazole), CC1=C(C=CC=C1)S(=O)(=O)N (2-methylbenzenesulfonamide), Cl.CN(CCCN=C=NCC)C (1-(3-dimethylaminopropyl)-3-ethylcarbodiimide hydrochloride). Reagents/catalysts: CN(C1=CC=NC=C1)C (4-dimethylaminopyridine). Solvent: CN(C=O)C (N,N-dimethylformamide). Product: C(C)(C)(C)C=1N=C(SC1)C=1OC2=C(C1)C=C(C=C2)OCC2=C(C=CC=C2)C(=O)NS(=O)(=O)C2=C(C=CC=C2)C (4-tert-butyl-2-{5-[2-(2-methylbenzenesulfonamidocarbonyl)phenylmethoxy]benzofuran-2-yl}thiazole). Isolated yield 101.7%. As a reaction SMILES: [C:1]([C:5]1[N:6]=[C:7]([C:10]2[O:11][C:12]3[CH:18]=[CH:17][C:16]([O:19][CH2:20][C:21]4[CH:26]=[CH:25][CH:24]=[CH:23][C:22]=4[C:27](O)=[O:28])=[CH:15][C:13]=3[CH:14]=2)[S:8][CH:9]=1)([CH3:4])([CH3:3])[CH3:2].[CH3:30][C:31]1[CH:36]=[CH:35][CH:34]=[CH:33][C:32]=1[S:37]([NH2:40])(=[O:39])=[O:38].Cl.CN(C)CCCN=C=NCC>CN(C)C1C=CN=CC=1.CN(C)C=O>[C:1]([C:5]1[N:6]=[C:7]([C:10]2[O:11][C:12]3[CH:18]=[CH:17][C:16]([O:19][CH2:20][C:21]4[CH:26]=[CH:25][CH:24]=[CH:23][C:22]=4[C:27]([NH:40][S:37]([C:32]4[CH:33]=[CH:34][CH:35]=[CH:36][C:31]=4[CH3:30])(=[O:38])=[O:39])=[O:28])=[CH:15][C:13]=3[CH:14]=2)[S:8][CH:9]=1)([CH3:2])([CH3:3])[CH3:4] |f:2.3|. Procedure details: A solution of 4-tert-butyl-2-[5-(2-carboxyphenylmethoxy)benzofuran-2-yl]thiazole (0.2 g), 2-methylbenzenesulfonamide (0.11 g), 4-dimethylaminopyridine (0.12 g) and 1-(3-dimethylaminopropyl)-3-ethylcarbodiimide hydrochloride (0.19 g) in N,N-dimethylformamide (10 ml) was stirred at ambient temperature for 1 day. The resulting mixture was poured into ice-water. The resulting precipitates were collected by filtration and washed with water. The crude compound was subjected to column chromatography on... Reactants: C(C)(C)(C)OC(NC=1N(C(C([C@@](N1)(C)C1=CC(=CC=C1)N)(C)C)=O)C)=O ([(R)-4-(3-amino-phenyl)-1,4,5,5-tetramethyl-6-oxo-1,4,5,6-tetrahydro-pyrimidin-2-yl]-carbamic acid tert-butyl ester), C(C)(C)(C)OC(NC=1N(C(C([C@@](N1)(C)C1=CC(=CC=C1)N)(C)C)=O)C)=O ([(R)-4-(3-amino-phenyl)-1,4,5,5-tetramethyl-6-oxo-1,4,5,6-tetrahydro-pyrimidin-2-yl]-carbamic acid tert-butyl ester), C(#N)C1(CC1)C(=O)O (1-cyano-cyclopropanecarboxylic acid). The product is NC=1N(C(C([C@@](N1)(C)C=1C=C(C=CC1)NC(=O)C1(CC1)C#N)(C)C)=O)C (1-Cyano-cyclopropanecarboxylic acid [3-((R)-2-amino-1,4,5,5-tetramethyl-6-oxo-1,4,5,6-tetrahydro-pyrimidin-4-yl)-phenyl]-amide). RXN SMILES: C(OC(=O)[NH:7][C:8]1[N:9]([CH3:25])[C:10](=[O:24])[C:11]([CH3:23])([CH3:22])[C@:12]([C:15]2[CH:20]=[CH:19][CH:18]=[C:17]([NH2:21])[CH:16]=2)([CH3:14])[N:13]=1)(C)(C)C.[C:27]([C:29]1([C:32](O)=[O:33])[CH2:31][CH2:30]1)#[N:28]>>[NH2:7][C:8]1[N:9]([CH3:25])[C:10](=[O:24])[C:11]([CH3:23])([CH3:22])[C@:12]([C:15]2[CH:16]=[C:17]([NH:21][C:32]([C:29]3([C:27]#[N:28])[CH2:31][CH2:30]3)=[O:33])[CH:18]=[CH:19][CH:20]=2)([CH3:14])[N:13]=1. Procedure details: The coupling of [(R)-4-(3-amino-phenyl)-1,4,5,5-tetramethyl-6-oxo-1,4,5,6-tetrahydro-pyrimidin-2-yl]-carbamic acid tert-butyl ester (intermediate F1) and 1-cyano-cyclopropanecarboxylic acid followed by deprotection of the intermediate yielded the title compound as a white solid. MS (ESI): m/z=354.3 [M+H]+. The reactants are C(C1=CC=CC=C1)NS(=O)(=O)C=1C=C(C=CC1)C=CC(=O)O (3-(3-Benzylsulfamoyl-phenyl)-acrylic acid), ClCCl (dichloromethane). Reagents/catalysts: CN(C=O)C (dimethylformamide). Conditions: temperature 40 celsius, time 1 hour. Yields the product C(C1=CC=CC=C1)NS(=O)(=O)C=1C=C(C=CC1)C=CC(=O)Cl (3-(3-Benzylsulfamoyl-phenyl)-acryloyl chloride). Isolated yield 97.4%. RXN SMILES: [CH2:1]([NH:8][S:9]([C:12]1[CH:13]=[C:14]([CH:18]=[CH:19][C:20]([OH:22])=O)[CH:15]=[CH:16][CH:17]=1)(=[O:11])=[O:10])[C:2]1[CH:7]=[CH:6][CH:5]=[CH:4][CH:3]=1.[Cl:23]CCl>CN(C)C=O>[CH2:1]([NH:8][S:9]([C:12]1[CH:13]=[C:14]([CH:18]=[CH:19][C:20]([Cl:23])=[O:22])[CH:15]=[CH:16][CH:17]=1)(=[O:11])=[O:10])[C:2]1[CH:7]=[CH:6][CH:5]=[CH:4][CH:3]=1. Procedure details: To a suspension of 3-(3-(benzylsulfamoyl-phenyl)-acrylic acid (5g) (0.16 g, 0.52 mmol) in dichloromethane (2.0 ml) oxalyl chloride (0.16 ml, 1.79 mmol) and one drop of dimethylformamide were added. The reaction mixture was stirred at 40° C. for one hour and concentrated under reduced pressure to give crude title compound (0.17 g). Reactants: O1CCC2=C1C(=CC=C2)N (2,3-dihydro-7-benzofuranamine), CO (methanol), C(C)(C)I (isopropyl iodide). Solvent: C(C)N(CC)CC (triethylamine). Yields the product C(C)(C)NC1=CC=CC=2CCOC21 (N-isopropyl-2,3-dihydro-7-benzofuranamine). As a reaction SMILES: [O:1]1[C:5]2[C:6]([NH2:10])=[CH:7][CH:8]=[CH:9][C:4]=2[CH2:3][CH2:2]1.CO.[CH:13](I)([CH3:15])[CH3:14]>C(N(CC)CC)C>[CH:13]([NH:10][C:6]1[C:5]2[O:1][CH2:2][CH2:3][C:4]=2[CH:9]=[CH:8][CH:7]=1)([CH3:15])[CH3:14]. Procedure details: To a solution of 15 g. of 2,3-dihydro-7-benzofuranamine in 150 ml. of methanol is added 8.5 ml. of isopropyl iodide and 13.4 ml. of triethylamine. The solution is refluxed for 45 hours and then concentrated in vacuo. The resulting oil is extracted several times with diethyl ether, the ether extracted combined filtered through Celite, and the ether removed in vacuo to obtain an oil of N-isopropyl-2,3-dihydro-7-benzofuranamine. RXN SMILES: [N+:1]([C:4]1[CH:9]=[CH:8][N:7]=[CH:6][C:5]=1[NH:10][C:11]1[CH:12]=[C:13]2[C:17](=[CH:18][CH:19]=1)[NH:16][N:15]=[CH:14]2)([O-])=O>C(O)C>[NH2:1][C:4]1[CH:9]=[CH:8][N:7]=[CH:6][C:5]=1[NH:10][C:11]1[CH:12]=[C:13]2[C:17](=[CH:18][CH:19]=1)[NH:16][N:15]=[CH:14]2. Run in C(C)O (ethanol). Yields the product NC1=C(C=NC=C1)NC=1C=C2C=NNC2=CC1 (N-(4-Amino-3-pyridinyl)-1H-indazol-5-amine). Procedure details: A suspension of N-(4-nitro-3-pyridinyl)-1H-indazol-5-amine, N5 -oxide (7 g) in 250 ml ethanol containing 0.5 g platinum oxide was hydrogenated at 60 psi for sixty hours and thereafter filtered through Celite and concentrated to 3.3 g solid. This solid was purified by HPLC (silica, 25% methanol in dichloromethane) to give 2.1 g solid. This solid was recrystallized twice from acetonitrile to give 1.5 g crystals, m.p. 198°-199° Reactants: [N+](=O)([O-])C1=C(C=NC=C1)NC=1C=C2C=NNC2=CC1 (N-(4-nitro-3-pyridinyl)-1H-indazol-5-amine), oxide.